Dataset: the Open Reaction Database (ORD), a public repository of structured organic reaction records. Task: describe an organic reaction: reactants, conditions, products, and yield Starting materials: CC#CCOc1ccc(S(=O)(=O)O)cc1, CN(C)C=O, O=C(Cl)C(=O)Cl, ClCCl, [Na]. The product is CC#CCOc1ccc(S(=O)(=O)Cl)cc1. As a reaction SMILES: [CH2:2]([C:3]#[C:4][CH3:5])[O:6][c:7]1[cH:8][cH:9][c:10]([S:13](=[O:14])(=[O:15])[OH:16])[cH:11][cH:12]1.[CH3:23][N:24]([CH3:25])[CH:26]=[O:27].[Cl:17][C:18]([C:19]([Cl:20])=[O:21])=[O:22].[Cl:28][CH2:29][Cl:30].[Na:1]>>[CH2:2]([C:3]#[C:4][CH3:5])[O:6][c:7]1[cH:8][cH:9][c:10]([S:13](=[O:14])(=[O:16])[Cl:17])[cH:11][cH:12]1. Starting materials: ClC=1NC2=C(N1)C=CC=C2 (2-chlorobenzimidazole), FC1=CC=C(C=C1)C(CN)C1=CC=C(C=C1)F (2,2-bis(4-fluorophenyl)ethylamine). Product: N1=C(NC2=C1C=CC=C2)NCC(C2=CC=C(C=C2)F)C2=CC=C(C=C2)F (N-(Benzimidazol-2-yl)-2,2-bis(4-fluorophenyl)ethylamine). Reaction SMILES: Cl[C:2]1[NH:3][C:4]2[CH:10]=[CH:9][CH:8]=[CH:7][C:5]=2[N:6]=1.[F:11][C:12]1[CH:17]=[CH:16][C:15]([CH:18]([C:21]2[CH:26]=[CH:25][C:24]([F:27])=[CH:23][CH:22]=2)[CH2:19][NH2:20])=[CH:14][CH:13]=1>>[N:6]1[C:5]2[CH:7]=[CH:8][CH:9]=[CH:10][C:4]=2[NH:3][C:2]=1[NH:20][CH2:19][CH:18]([C:15]1[CH:16]=[CH:17][C:12]([F:11])=[CH:13][CH:14]=1)[C:21]1[CH:22]=[CH:23][C:24]([F:27])=[CH:25][CH:26]=1. Procedure: The title compound was prepared from 2-chlorobenzimidazole and 2,2-bis(4-fluorophenyl)ethylamine (prepared by Procedure B from 2,2-bis(4-fluoro-phenyl)acetaldehyde) by Procedure A (20 min at 170° C.). The product was isolated by preparative LCMS to give the title compound as the free base (white solid, mp 155-157° C.). MS(ES+) m/z 350 ([M+1]+, 100) 1NMR (DMSO-d6) δ 3.90 (m, 2H), 4.46 (t, 1H), 6.50 (m, 1H), 6.80-6.90 (m, 2H), 7.07-7.18 (m, 6H), 7.35-7.42 (m, 4H), 10.5 (s, 1H).